Dataset: the Open Reaction Database (ORD), a public repository of structured organic reaction records. Task: describe an organic reaction: reactants, conditions, products, and yield As a reaction SMILES: [CH2:1]([O:3][C:4]([NH:6][NH:7][C:8](=[O:19])[CH2:9][C:10]1[C:15]([CH3:16])=[CH:14][C:13]([CH3:17])=[CH:12][C:11]=1[CH3:18])=[O:5])[CH3:2].[OH-].[Na+].CS(O[CH2:27][CH2:28][N:29]([O:37][CH3:38])[CH2:30][CH2:31]OS(C)(=O)=O)(=O)=O>C1(C)C=CC=CC=1.[Br-].C([N+](CCCC)(CCCC)CCCC)CCC>[CH2:1]([O:3][C:4]([N:6]1[CH2:31][CH2:30][N:29]([O:37][CH3:38])[CH2:28][CH2:27][N:7]1[C:8](=[O:19])[CH2:9][C:10]1[C:11]([CH3:18])=[CH:12][C:13]([CH3:17])=[CH:14][C:15]=1[CH3:16])=[O:5])[CH3:2] |f:1.2,5.6|. Procedure details: To a vigorously stirred suspension of N′-[2-(2,4,6-trimethyl-phenyl)-acetyl]-hydrazinecarboxylic acid ethyl ester (4.22 g, 15.96 mmol) in toluene (80 ml) was added aqueous sodium hydroxide (12 ml, 30% NaOH w/w in water) and tetra-butyl ammonium bromide (160 mg, 0.48 mmol) at room temperature, followed by methanesulfonic acid 2-[(2-methanesulfonyloxy-ethyl)-methoxy-amino]-ethyl ester (4.66 g, 16.00 mmol) dropwise over 15 minutes at 65° C. The reaction mixture was heated at 65° C. for 6.5 hours. A... Yields the product C(C)OC(=O)N1N(CCN(CC1)OC)C(CC1=C(C=C(C=C1C)C)C)=O (5-Methoxy-2-[2-(2,4,6-trimethyl-phenyl)-acetyl]-[1,2,5]triazepane-1-carboxylic acid ethyl ester). Reaction conditions: temperature 65 celsius. The reactants are [OH-].[Na+] (sodium hydroxide), C(C)OC(=O)NNC(CC1=C(C=C(C=C1C)C)C)=O (N′-[2-(2,4,6-trimethyl-phenyl)-acetyl]-hydrazinecarboxylic acid ethyl ester), CS(=O)(=O)OCCN(CCOS(=O)(=O)C)OC (methanesulfonic acid 2-[(2-methanesulfonyloxy-ethyl)-methoxy-amino]-ethyl ester). The reagents and catalysts are [Br-].C(CCC)[N+](CCCC)(CCCC)CCCC (tetra-butyl ammonium bromide). The solvent is C1(=CC=CC=C1)C (toluene). Reactants: CC(C)(C)OC(=O)NCC1=C(CC(=O)O)CC=CC1, [H][H], [NH4+], [OH-]. The product is CC(C)(C)OC(=O)NCC1=C(CC(=O)O)CCCC1. As a reaction SMILES: [C:1]([CH3:2])([CH3:3])([CH3:4])[O:5][C:6](=[O:7])[NH:8][CH2:9][C:10]1=[C:11]([CH2:16][C:17](=[O:18])[OH:19])[CH2:12][CH:13]=[CH:14][CH2:15]1.[H:20][H:21].[NH4+:22].[OH-:23]>>[C:1]([CH3:2])([CH3:3])([CH3:4])[O:5][C:6](=[O:7])[NH:8][CH2:9][C:10]1=[C:11]([CH2:16][C:17](=[O:18])[OH:19])[CH2:12][CH2:13][CH2:14][CH2:15]1. Reactants: C(#N)C=1C=C(N)C=CC1 (3-Cyanoaniline). The reagents and catalysts are [Pd] (Pd/C). Run in CO (MeOH). Product: NC=1C=C(CN)C=CC1 (3-Aminobenzylamine). The yield is 99.9%. Reaction SMILES: [C:1]([C:3]1[CH:4]=[C:5]([CH:7]=[CH:8][CH:9]=1)[NH2:6])#[N:2]>CO.[Pd]>[NH2:6][C:5]1[CH:4]=[C:3]([CH:9]=[CH:8][CH:7]=1)[CH2:1][NH2:2]. Reported procedure: 3-Cyanoaniline (0.50 g, 4.23 mmol) in 100 mL of MeOH was stirred overnight at room temperature under a H2 environment in the presence of 10% Pd/C (100 mg). The Pd/C was removed by filtration through a pad of Celilte, and the resulting filtrate was concentrated under reduced pressure to give 0.516 g (˜100%) of 100A as a thick oil. The product was used without any further purification. The reactants are C(C)(C)(C)OC(NC1=C(C=C(C=C1)C(F)(F)F)NC(CC(=O)C1=CC(=NC=C1)C=1C=NC=CC1)=O)=O ([2-(3-[2,3′]bipyridinyl-4-yl-3-oxo-propionylamino)-4-trifluoromethyl-phenyl]-carbamic acid tert-butyl ester), C(=O)(C(F)(F)F)O (TFA). Solvent: C(Cl)Cl (CH2Cl2). The product is N1=C(C=C(C=C1)C1=NC2=C(NC(C1)=O)C=C(C=C2)C(F)(F)F)C=2C=NC=CC2 (4-[2,3′]Bipyridinyl-4-yl-8-trifluoromethyl-1,3-dihydro-benzo[b][1,4]diazepin-2-one), solid. Isolated yield 84.0%. RXN SMILES: C(OC(=O)[NH:7][C:8]1[CH:13]=[CH:12][C:11]([C:14]([F:17])([F:16])[F:15])=[CH:10][C:9]=1[NH:18][C:19](=[O:35])[CH2:20][C:21]([C:23]1[CH:28]=[CH:27][N:26]=[C:25]([C:29]2[CH:30]=[N:31][CH:32]=[CH:33][CH:34]=2)[CH:24]=1)=O)(C)(C)C.C(O)(C(F)(F)F)=O>C(Cl)Cl>[N:26]1[CH:27]=[CH:28][C:23]([C:21]2[CH2:20][C:19](=[O:35])[NH:18][C:9]3[CH:10]=[C:11]([C:14]([F:17])([F:16])[F:15])[CH:12]=[CH:13][C:8]=3[N:7]=2)=[CH:24][C:25]=1[C:29]1[CH:30]=[N:31][CH:32]=[CH:33][CH:34]=1. Reported procedure: The title compound was prepared from [2-(3-[2,3′]bipyridinyl-4-yl-3-oxo-propionylamino)-4-trifluoromethyl-phenyl]-carbamic acid tert-butyl ester (Example M294) (230 mg, 0.46 mmol) by treatment with TFA in CH2Cl2 according to the general procedure N. Obtained as a yellow solid (147 mg, 84%). Starting materials: N(=C=O)C1=CC(=C(C=C1)C)N1C(C=2C(C1=O)=CC(=CC2)Cl)=O (N-(4-isocyanato-o-tolyl)-4-chlorophthalimide), Cl (hydrochloric acid). The solvent is O1CCOCC1 (p-dioxane). Yields the product NC1=CC(=C(C=C1)C)N1C(C=2C(C1=O)=CC(=CC2)Cl)=O (N-(4-amino-o-tolyl)-4-chlorophthalimide). RXN SMILES: [N:1]([C:4]1[CH:9]=[CH:8][C:7]([CH3:10])=[C:6]([N:11]2[C:15](=[O:16])[C:14]3=[CH:17][C:18]([Cl:21])=[CH:19][CH:20]=[C:13]3[C:12]2=[O:22])[CH:5]=1)=C=O.Cl>O1CCOCC1>[NH2:1][C:4]1[CH:9]=[CH:8][C:7]([CH3:10])=[C:6]([N:11]2[C:15](=[O:16])[C:14]3=[CH:17][C:18]([Cl:21])=[CH:19][CH:20]=[C:13]3[C:12]2=[O:22])[CH:5]=1. Procedure: The mixture of 0.5 g of N-(4-isocyanato-o-tolyl)-4-chlorophthalimide, 25 ml of p-dioxane and 10 ml of N hydrochloric acid is refluxed for 30 minutes and evaporated. The residue is taken up in methylene chloride, the solution washed with cold 5% aqueous sodium carbonate, dried, evaporated and the residue recrystallized from ethyl acetate, to yield the N-(4-amino-o-tolyl)-4-chlorophthalimide melting at 202°-204°. Starting materials: FC(OC1=C(C=C(OC(C2=CC=C(C=C2)C#CCCCO)(F)F)C=C1)C)(C1=CC=C(C=C1)C#CCCCO)F (5-{4-[(4-{Difluoro-[4-(5-hydroxypent-1-ynyl)phenyl]methoxy}-3-methylphenoxy)difluoromethyl]phenyl}pent-4-yn-1-ol). Solvent: C1CCOC1 (THF). Product: FC(OC1=CC(=C(OC(C2=CC=C(C=C2)CCCCCO)(F)F)C=C1)C)(C1=CC=C(C=C1)CCCCCO)F (5-{4-[(4-{difluoro-[4-(5-hydroxypentyl)phenyl]methoxy}-2-methylphenoxy)difluoromethyl]phenyl}-pentan-1-ol). Reaction SMILES: [F:1][C:2]([F:39])([C:27]1[CH:32]=[CH:31][C:30]([C:33]#[C:34][CH2:35][CH2:36][CH2:37][OH:38])=[CH:29][CH:28]=1)[O:3][C:4]1[CH:25]=[CH:24][C:7]([O:8][C:9]([F:23])([F:22])[C:10]2[CH:15]=[CH:14][C:13]([C:16]#[C:17][CH2:18][CH2:19][CH2:20][OH:21])=[CH:12][CH:11]=2)=[CH:6][C:5]=1[CH3:26]>C1COCC1>[F:22][C:9]([F:23])([C:10]1[CH:15]=[CH:14][C:13]([CH2:16][CH2:17][CH2:18][CH2:19][CH2:20][OH:21])=[CH:12][CH:11]=1)[O:8][C:7]1[CH:24]=[CH:25][C:4]([O:3][C:2]([F:1])([F:39])[C:27]2[CH:28]=[CH:29][C:30]([CH2:33][CH2:34][CH2:35][CH2:36][CH2:37][OH:38])=[CH:31][CH:32]=2)=[C:5]([CH3:26])[CH:6]=1. Procedure: 5-{4-[(4-{Difluoro-[4-(5-hydroxypent-1-ynyl)phenyl]methoxy}-3-methylphenoxy)difluoromethyl]phenyl}pent-4-yn-1-ol is hydrogenated to completion on palladium/active carbon catalyst in THF. The catalyst is filtered off, and the filtrate is evaporated in vacuo, giving 5-{4-[(4-{difluoro-[4-(5-hydroxypentyl)phenyl]methoxy}-2-methylphenoxy)difluoromethyl]phenyl}-pentan-1-ol, which is sufficiently pure for further reactions. Reactants: ClCCl, Nc1ccc(C(=O)N2CCCCc3ccccc32)cc1, O=C1CCC(=O)O1. The product is O=C(O)CCC(=O)Nc1ccc(C(=O)N2CCCCc3ccccc32)cc1. RXN SMILES: [Cl:28][CH2:29][Cl:30].[NH2:1][c:2]1[cH:3][cH:4][c:5]([C:6](=[O:7])[N:8]2[CH2:9][CH2:10][CH2:11][CH2:12][c:13]3[c:14]2[cH:15][cH:16][cH:17][cH:18]3)[cH:19][cH:20]1.[O:21]=[C:22]1[CH2:23][CH2:24][C:25](=[O:26])[O:27]1>>[NH:1]([c:2]1[cH:3][cH:4][c:5]([C:6](=[O:7])[N:8]2[CH2:9][CH2:10][CH2:11][CH2:12][c:13]3[c:14]2[cH:15][cH:16][cH:17][cH:18]3)[cH:19][cH:20]1)[C:25]([CH2:24][CH2:23][C:22](=[O:21])[OH:27])=[O:26]. Reactants: C(CCCCCCCCC\C=C/CC)O (Cis-11-tetradecen-1-ol), C(Br)(Br)(Br)Br (carbon tetrabromide), C1(=CC=CC=C1)P(C1=CC=CC=C1)C1=CC=CC=C1 (triphenylphosphine). Run in ClCCl (dichloromethane), ClCCl (dichloromethane). Reaction conditions: time 3 hour. Product: BrCCCCCCCCCC\C=C/CC ((Z)-14-bromo-3-tetradecene). Isolated yield 17.7%. RXN SMILES: [CH2:1](O)[CH2:2][CH2:3][CH2:4][CH2:5][CH2:6][CH2:7][CH2:8][CH2:9][CH2:10]/[CH:11]=[CH:12]\[CH2:13][CH3:14].C(Br)(Br)(Br)[Br:17].C1(P(C2C=CC=CC=2)C2C=CC=CC=2)C=CC=CC=1>ClCCl>[Br:17][CH2:1][CH2:2][CH2:3][CH2:4][CH2:5][CH2:6][CH2:7][CH2:8][CH2:9][CH2:10]/[CH:11]=[CH:12]\[CH2:13][CH3:14]. Procedure: Cis-11-tetradecen-1-ol (1 g, 4.72 mmol) and carbon tetrabromide (1.56 g 4.72 mmol) were dissolved in dichloromethane (3 ml) and the solution was cooled in ice bath. A solution of triphenylphosphine (1.24 g, 4.72 mmol) in 2 mL of dichloromethane was added dropwise. After siring at 0° C. for 15 minutes and at room temperature for 3 h the solvent was evaporated and the residue was diluted with ether. The ether solution was filtered and concentrated and purified using column chromatography on silica... Starting materials: ClC(Cl)Cl, Cc1nsc(Cl)c1CO, O=S(Cl)Cl. Yields the product Cc1nsc(Cl)c1CCl. RXN SMILES: [CH:14]([Cl:15])([Cl:16])[Cl:17].[Cl:5][c:6]1[c:7]([CH2:12][OH:13])[c:8]([CH3:11])[n:9][s:10]1.[S:1]([Cl:2])([Cl:3])=[O:4]>>[Cl:3][CH2:12][c:7]1[c:6]([Cl:5])[s:10][n:9][c:8]1[CH3:11].